Dataset: the Open Reaction Database (ORD), a public repository of structured organic reaction records. Task: describe an organic reaction: reactants, conditions, products, and yield Reactants: C=O, O=CO, COc1c(Cl)c2c(c(Cl)c1OC)C(c1ccccc1)CNCC2, [Na+], [OH-]. Product: COc1c(Cl)c2c(c(Cl)c1OC)C(c1ccccc1)CN(C)CC2. Reaction SMILES: [CH2:29]=[O:30].[CH:26]([OH:27])=[O:28].[Cl:1][c:2]1[c:3]([O:22][CH3:23])[c:4]([O:20][CH3:21])[c:5]([Cl:19])[c:6]2[c:12]1[CH2:11][CH2:10][NH:9][CH2:8][CH:7]2[c:13]1[cH:14][cH:15][cH:16][cH:17][cH:18]1.[Na+:25].[OH-:24]>>[Cl:1][c:2]1[c:3]([O:22][CH3:23])[c:4]([O:20][CH3:21])[c:5]([Cl:19])[c:6]2[c:12]1[CH2:11][CH2:10][N:9]([CH3:26])[CH2:8][CH:7]2[c:13]1[cH:14][cH:15][cH:16][cH:17][cH:18]1.